From a dataset of the Open Reaction Database (ORD), a public repository of structured organic reaction records. describe an organic reaction: reactants, conditions, products, and yield The reactants are CC=1C=CC(=C(C1)NC(OC(C)(C)C)=O)B1OC(C(O1)(C)C)(C)C (tert-butyl 5-methyl-2-(4,4,5,5-tetramethyl-1,3,2-dioxaborolan-2-yl)phenylcarbamate), BrC=1C(=NC=CC1)C#N (3-bromopicolino-nitrile), tetrakis(triphenyl-phosphine)palladium, C([O-])([O-])=O.[K+].[K+] (potassium carbonate). The solvent is CO (methanol), ClCCl (dichloromethane), O (water), C1(=CC=CC=C1)C (toluene). Conditions: temperature 100 celsius, time 8 hour. The product is CC1=CC=2C(=C3C=CC=NC3=C(N2)N)C=C1 (8-methylbenzo[1,7]naphthyridin-5-amine). RXN SMILES: [CH3:1][C:2]1[CH:3]=[CH:4][C:5](B2OC(C)(C)C(C)(C)O2)=[C:6]([NH:8]C(=O)OC(C)(C)C)[CH:7]=1.Br[C:26]1[C:27]([C:32]#[N:33])=[N:28][CH:29]=[CH:30][CH:31]=1.C(=O)([O-])[O-].[K+].[K+]>C1(C)C=CC=CC=1.CO.ClCCl.O>[CH3:1][C:2]1[CH:3]=[CH:4][C:5]2=[C:26]3[C:27](=[C:32]([NH2:33])[N:8]=[C:6]2[CH:7]=1)[N:28]=[CH:29][CH:30]=[CH:31]3 |f:2.3.4|. Procedure details: A solution of tert-butyl 5-methyl-2-(4,4,5,5-tetramethyl-1,3,2-dioxaborolan-2-yl)phenylcarbamate (from step 2) (1.0 eq.) and 3-bromopicolino-nitrile (1.0 eq.) in toluene (0.44 M) was mixed with tetrakis(triphenyl-phosphine)palladium (5 mol %) and 2N aqueous potassium carbonate solution (2.0 eq.). The reaction was heated to 100° C. and stirred overnight. After cooling to ambient temperature, the reaction content was diluted with 2% methanol in dichloromethane and water. The two phases were separa... Reactants: CCCC[Sn](CCCC)(CCCC)c1ccc(F)cc1, CC(Oc1ccc(S(C)(=O)=O)cc1C(=O)N1Cc2ccc(Cl)nc2C1)C(F)(F)F. Product: CC(Oc1ccc(S(C)(=O)=O)cc1C(=O)N1Cc2ccc(-c3ccc(F)cc3)nc2C1)C(F)(F)F. RXN SMILES: [CH2:30]([Sn:31]([CH2:32][CH2:33][CH2:34][CH3:42])([c:35]1[cH:36][cH:37][c:38]([F:41])[cH:39][cH:40]1)[CH2:43][CH2:44][CH2:45][CH3:46])[CH2:47][CH2:48][CH3:49].[Cl:1][c:2]1[cH:3][cH:4][c:5]2[c:6]([n:7]1)[CH2:8][N:9]([C:11](=[O:12])[c:13]1[c:14]([O:23][CH:24]([C:25]([F:26])([F:27])[F:28])[CH3:29])[cH:15][cH:16][c:17]([S:19](=[O:20])(=[O:21])[CH3:22])[cH:18]1)[CH2:10]2>>[c:2]1(-[c:35]2[cH:36][cH:37][c:38]([F:41])[cH:39][cH:40]2)[cH:3][cH:4][c:5]2[c:6]([n:7]1)[CH2:8][N:9]([C:11](=[O:12])[c:13]1[c:14]([O:23][CH:24]([C:25]([F:26])([F:27])[F:28])[CH3:29])[cH:15][cH:16][c:17]([S:19](=[O:20])(=[O:21])[CH3:22])[cH:18]1)[CH2:10]2.